From a dataset of the Open Reaction Database (ORD), a public repository of structured organic reaction records. describe an organic reaction: reactants, conditions, products, and yield Starting materials: CC[SiH](CC)CC, COC(=O)Cn1c(C)cc2cc(F)ccc21, ClCCl, ClCCCl, O=C(O)C(F)(F)F, O=Cc1sccc1Sc1ccncc1. Yields the product COC(=O)Cn1c(C)c(Cc2sccc2Sc2ccncc2)c2cc(F)ccc21. RXN SMILES: [CH2:31]([SiH:32]([CH2:33][CH3:34])[CH2:35][CH3:36])[CH3:37].[CH3:15][O:16][C:17]([CH2:18][n:19]1[c:20]([CH3:29])[cH:21][c:22]2[cH:23][c:24]([F:28])[cH:25][cH:26][c:27]12)=[O:30].[Cl:45][CH2:46][Cl:47].[Cl:48][CH2:49][CH2:50][Cl:51].[OH:38][C:39]([C:40]([F:41])([F:42])[F:43])=[O:44].[n:1]1[cH:2][cH:3][c:4]([S:7][c:8]2[c:9]([CH:13]=[O:14])[s:10][cH:11][cH:12]2)[cH:5][cH:6]1>>[n:1]1[cH:2][cH:3][c:4]([S:7][c:8]2[c:9]([CH2:13][c:21]3[c:20]([CH3:29])[n:19]([CH2:18][C:17]([O:16][CH3:15])=[O:30])[c:27]4[c:22]3[cH:23][c:24]([F:28])[cH:25][cH:26]4)[s:10][cH:11][cH:12]2)[cH:5][cH:6]1. Starting materials: SC1=NN=C(S1)C (5-mercapto-2-methyl-1,3,4-thiadiazole), C(CCC)Br (butyl bromide). Reagents/catalysts: CN(P(N(C)C)(N(C)C)=O)C (hexamethylphosphoric triamide), C[Si](N[Si](C)(C)C)(C)C (hexamethyldisilazane), S1(=O)(=O)NC(=O)C2=CC=CC=C12 (saccharin). Run in C1(=CC=CC=C1)C (toluene). Reaction conditions: time 3 hour. Yields the product C(CCC)SC1=NN=C(S1)C (5-butylthio-2-methyl-1,3,4-thiadiazole). Isolated yield 89.1%. Reaction SMILES: [SH:1][C:2]1[S:6][C:5]([CH3:7])=[N:4][N:3]=1.[CH2:8](Br)[CH2:9][CH2:10][CH3:11]>C[Si](C)(C)N[Si](C)(C)C.C1(C)C=CC=CC=1.CN(C)P(=O)(N(C)C)N(C)C.S1(C2C(=CC=CC=2)C(=O)N1)(=O)=O>[CH2:8]([S:1][C:2]1[S:6][C:5]([CH3:7])=[N:4][N:3]=1)[CH2:9][CH2:10][CH3:11]. Procedure: Using the procedure of Example 19, 1.32 g (10 mmoles) of 5-mercapto-2-methyl-1,3,4-thiadiazole were silylated with 2.6 ml (15 mmoles) of hexamethyldisilazane in 10 ml of toluene and 2.6 ml of hexamethylphosphoric triamide using 5 mg (0.027 mmole) of saccharin as a catalyst by refluxing for 1.5 hour. After concentration by evaporation, 5 ml of acetonitrile were added thereto and the solution obtained was heated at 50° C. while 2.1 ml (20 mmoles) of butyl bromide were added. The conversion was com... Starting materials: ester, acid, C(=O)(OCC1=CC=CC=C1)N1[C@H](C(=O)O)CC(C1)=O (N-Carbobenzyloxy-4-keto-L-proline), [Br-].C(C1=CC=CC=C1)[P+](C1=CC=CC=C1)(C1=CC=CC=C1)C1=CC=CC=C1 (Benzyl triphenyl phosphonium bromide), [H-].[Na+] (sodium hydride), C([O-])(O)=O.[K+] (potassium bicarbonate), [N+](=[N-])=C (diazomethane). Reagents/catalysts: [Pd] (Pd/C). The solvent is CO (methanol), CCOCC (ether), CS(=O)C (DMSO), CS(=O)C (DMSO), O (water). Conditions: time 8 hour. Yields the product COC([C@H]1NCC(C1)CC1=CC=CC=C1)=O (4-benzyl-L-proline methyl ester). Yield: 7.3%. RXN SMILES: [Br-].[CH2:2]([P+](C1C=CC=CC=1)(C1C=CC=CC=1)C1C=CC=CC=1)[C:3]1[CH:8]=[CH:7][CH:6]=[CH:5][CH:4]=1.[H-].[Na+].C([N:40]1[CH2:47][C:46](=O)[CH2:45][C@H:41]1[C:42]([OH:44])=[O:43])(OCC1C=CC=CC=1)=O.[C:49](=O)(O)[O-].[K+].[N+](=C)=[N-]>CS(C)=O.O.CCOCC.CO.[Pd]>[CH3:49][O:44][C:42](=[O:43])[C@@H:41]1[CH2:45][CH:46]([CH2:2][C:3]2[CH:4]=[CH:5][CH:6]=[CH:7][CH:8]=2)[CH2:47][NH:40]1 |f:0.1,2.3,5.6|. Reported procedure: Benzyl triphenyl phosphonium bromide (0.15 moles, 66.07 g) was added portionwise to a suspension of sodium hydride (0.15 moles, 6.0 g of 60% in mineral oil) in 350 ml DMSO and heated at 70°-80° C. until dissolved. The solution was cooled. N-Carbobenzyloxy-4-keto-L-proline (0.025 moles, 13.2 g) in 50 ml DMSO was added dropwise. The solution was heated at 70° for 4 hours and stirred at room temperature overnight. A solution of 15 g potassium bicarbonate in 1 l of water was added. The solution was ... Reactants: CCOC(C)=O, CCO, CN(C)c1ccc2c(c1)CCN(c1cccc(-c3cc(N)c(=O)n(C)c3)c1CO)C2=O, N#CCC(=O)ON1C(=O)CCC1=O, C1COCCO1. Product: CN(C)c1ccc2c(c1)CCN(c1cccc(-c3cc(NC(=O)CC#N)c(=O)n(C)c3)c1CO)C2=O. As a reaction SMILES: [CH2:54]([O:55][C:56](=[O:57])[CH3:58])[CH3:59].[CH3:51][CH2:52][OH:53].[NH2:1][c:2]1[cH:3][c:4](-[c:10]2[c:11]([CH2:30][OH:31])[c:12]([N:16]3[C:17](=[O:29])[c:18]4[cH:19][cH:20][c:21]([N:26]([CH3:27])[CH3:28])[cH:22][c:23]4[CH2:24][CH2:25]3)[cH:13][cH:14][cH:15]2)[cH:5][n:6]([CH3:9])[c:7]1=[O:8].[O:32]=[C:33]1[CH2:34][CH2:35][C:36](=[O:37])[N:38]1[O:39][C:40]([CH2:41][C:42]#[N:43])=[O:44].[O:45]1[CH2:46][CH2:47][O:48][CH2:49][CH2:50]1>>[NH:1]([c:2]1[cH:3][c:4](-[c:10]2[c:11]([CH2:30][OH:31])[c:12]([N:16]3[C:17](=[O:29])[c:18]4[cH:19][cH:20][c:21]([N:26]([CH3:27])[CH3:28])[cH:22][c:23]4[CH2:24][CH2:25]3)[cH:13][cH:14][cH:15]2)[cH:5][n:6]([CH3:9])[c:7]1=[O:8])[C:40](=[O:39])[CH2:41][C:42]#[N:43]. Reaction SMILES: [CH3:20][O:21][c:22]1[cH:23][cH:24][c:25]([CH2:26][NH2:27])[cH:28][cH:29]1.[NH2:1][c:2]1[n:3][c:4]([Cl:19])[cH:5][c:6](-[n:8]2[n:9][cH:10][c:11]([C:14](=[O:15])[O:16][CH2:17][CH3:18])[c:12]2[CH3:13])[n:7]1.[O:30]1[CH2:31][CH2:32][CH2:33][CH2:34]1>>[NH2:1][c:2]1[n:3][c:4]([NH:27][CH2:26][c:25]2[cH:24][cH:23][c:22]([O:21][CH3:20])[cH:29][cH:28]2)[cH:5][c:6](-[n:8]2[n:9][cH:10][c:11]([C:14](=[O:15])[O:16][CH2:17][CH3:18])[c:12]2[CH3:13])[n:7]1. Reactants: COc1ccc(CN)cc1, CCOC(=O)c1cnn(-c2cc(Cl)nc(N)n2)c1C, C1CCOC1. Yields the product CCOC(=O)c1cnn(-c2cc(NCc3ccc(OC)cc3)nc(N)n2)c1C. Run in CO (MeOH), C1CCOC1 (THF), C1CCOC1 (THF). As a reaction SMILES: CN(C)[C:3]1[S:4][C:5]2[CH:28]=[C:27]([O:29][CH3:30])[CH:26]=[CH:25][C:6]=2[C:7]=1[C:8]([C:10]1[CH:15]=[CH:14][C:13]([O:16][CH2:17][CH2:18][N:19]2[CH2:24][CH2:23][CH2:22][CH2:21][CH2:20]2)=[CH:12][CH:11]=1)=[O:9].[F:32][C:33]([F:43])([F:42])[C:34]1[CH:39]=[CH:38][C:37]([Mg]Br)=[CH:36][CH:35]=1.CCCCCC.C(OCC)(=O)C>C1COCC1.CO>[F:32][C:33]([F:43])([F:42])[C:34]1[CH:39]=[CH:38][C:37]([C:3]2[S:4][C:5]3[CH:28]=[C:27]([O:29][CH3:30])[CH:26]=[CH:25][C:6]=3[C:7]=2[C:8]([C:10]2[CH:15]=[CH:14][C:13]([O:16][CH2:17][CH2:18][N:19]3[CH2:24][CH2:23][CH2:22][CH2:21][CH2:20]3)=[CH:12][CH:11]=2)=[O:9])=[CH:36][CH:35]=1. Procedure: By the method described in Example 1, [2-dimethylamino-6-methoxybenzothien-3-yl][4-[2-(1-piperidinyl)ethoxy]phenyl]-methanone (1.0 g, 2.28 mmol) in THF (20 mL) was treated with a 0.69 M THF solution of 4-trifluoromethylphenylmagnesium bromide (10 mL, 6.9 mmol) (prepared from 4-bromobenzotrifluoride, catalytic iodine, and magnesium turnings in THF) to provide, after radial chromatography (silica gel, 4:1:.05-3:1:.05 hexane:ethyl acetate:MeOH, under an ammonia atmosphere) 991 mg (81%) of the title... Yields the product FC(C1=CC=C(C=C1)C1=C(C2=C(S1)C=C(C=C2)OC)C(=O)C2=CC=C(C=C2)OCCN2CCCCC2)(F)F ([2-(4-Trifluoromethylphenyl)-6-methoxybenzo[b]thien-3-yl][4-[2-(1-piperidinyl)ethoxy]phenyl]methanone). Reactants: CN(C=1SC2=C(C1C(=O)C1=CC=C(C=C1)OCCN1CCCCC1)C=CC(=C2)OC)C ([2-dimethylamino-6-methoxybenzothien-3-yl][4-[2-(1-piperidinyl)ethoxy]phenyl]-methanone), C(C)(=O)OCC (ethyl acetate), CCCCCC (hexane), FC(C1=CC=C(C=C1)[Mg]Br)(F)F (4-trifluoromethylphenylmagnesium bromide). The yield is 80.5%. Reactants: CN, CO, COC(=O)c1cc2c(OC)cccc2n1C. Yields the product CNC(=O)c1cc2c(OC)cccc2n1C. Reaction SMILES: [CH3:17][NH2:18].[CH3:19][OH:20].[CH3:1][O:2][c:3]1[c:4]2[cH:5][c:6]([C:13]([O:15][CH3:14])=[O:16])[n:7]([CH3:12])[c:8]2[cH:9][cH:10][cH:11]1>>[CH3:1][O:2][c:3]1[c:4]2[cH:5][c:6]([C:13](=[O:15])[NH:18][CH3:17])[n:7]([CH3:12])[c:8]2[cH:9][cH:10][cH:11]1.